Dataset: the Open Reaction Database (ORD), a public repository of structured organic reaction records. Task: describe an organic reaction: reactants, conditions, products, and yield The reactants are O=C(CC(C(=O)OCc1ccccc1)N1C=CN(c2ccc(-c3ccccc3)cc2)C1)OCc1ccccc1, O. Product: O=C(CC(C(=O)O)N1C=CN(c2ccc(-c3ccccc3)cc2)C1)OCc1ccccc1. RXN SMILES: [CH2:1]([c:2]1[cH:3][cH:4][cH:5][cH:6][cH:7]1)[O:8][C:9]([CH:10]([CH2:11][C:12](=[O:13])[O:14][CH2:15][c:16]1[cH:17][cH:18][cH:19][cH:20][cH:21]1)[N:22]1[CH2:23][N:24]([c:27]2[cH:28][cH:29][c:30](-[c:33]3[cH:34][cH:35][cH:36][cH:37][cH:38]3)[cH:31][cH:32]2)[CH:25]=[CH:26]1)=[O:39].[OH2:40]>>[O:8]=[C:9]([CH:10]([CH2:11][C:12](=[O:13])[O:14][CH2:15][c:16]1[cH:17][cH:18][cH:19][cH:20][cH:21]1)[N:22]1[CH2:23][N:24]([c:27]2[cH:28][cH:29][c:30](-[c:33]3[cH:34][cH:35][cH:36][cH:37][cH:38]3)[cH:31][cH:32]2)[CH:25]=[CH:26]1)[OH:39]. Reactants: C1CCOC1, CC(C)[Mg+], [Cl-], [Cl-], [Cl-], Clc1ncncc1I, Ic1ncnc2c1ncn2C1CCCCO1, O=C(C=Cc1ccccc1)C=Cc1ccccc1, O=C(C=Cc1ccccc1)C=Cc1ccccc1, O=C(C=Cc1ccccc1)C=Cc1ccccc1, [Pd], [Pd], [Zn+2], c1coc(P(c2ccco2)c2ccco2)c1. Yields the product Clc1ncncc1-c1ncnc2c1ncn2C1CCCCO1. RXN SMILES: [CH2:46]1[O:47][CH2:48][CH2:49][CH2:50]1.[CH:18]([Mg+:19])([CH3:20])[CH3:21].[Cl-:17].[Cl-:51].[Cl-:53].[Cl:22][c:23]1[n:24][cH:25][n:26][cH:27][c:28]1[I:29].[I:1][c:2]1[c:3]2[n:4][cH:5][n:6]([CH:11]3[O:12][CH2:13][CH2:14][CH2:15][CH2:16]3)[c:7]2[n:8][cH:9][n:10]1.[O:56]=[C:57]([CH:58]=[CH:59][c:60]1[cH:61][cH:62][cH:63][cH:64][cH:65]1)[CH:66]=[CH:67][c:68]1[cH:69][cH:70][cH:71][cH:72][cH:73]1.[O:74]=[C:75]([CH:76]=[CH:77][c:78]1[cH:79][cH:80][cH:81][cH:82][cH:83]1)[CH:84]=[CH:85][c:86]1[cH:87][cH:88][cH:89][cH:90][cH:91]1.[O:92]=[C:93]([CH:94]=[CH:95][c:96]1[cH:97][cH:98][cH:99][cH:100][cH:101]1)[CH:102]=[CH:103][c:104]1[cH:105][cH:106][cH:107][cH:108][cH:109]1.[Pd:54].[Pd:55].[Zn+2:52].[o:30]1[cH:31][cH:32][cH:33][c:34]1[P:35]([c:36]1[o:37][cH:38][cH:39][cH:40]1)[c:41]1[o:42][cH:43][cH:44][cH:45]1>>[c:2]1(-[c:28]2[c:23]([Cl:22])[n:24][cH:25][n:26][cH:27]2)[c:3]2[n:4][cH:5][n:6]([CH:11]3[O:12][CH2:13][CH2:14][CH2:15][CH2:16]3)[c:7]2[n:8][cH:9][n:10]1. Starting materials: Cl, [Na+], [OH-], O, N#CC(O)C1CCN(Cc2ccccc2)C1. The product is O=C(O)C(O)C1CCN(Cc2ccccc2)C1. RXN SMILES: [ClH:20].[Na+:18].[OH-:17].[OH2:19].[OH:1][CH:2]([C:3]#[N:4])[CH:5]1[CH2:6][N:7]([CH2:10][c:11]2[cH:12][cH:13][cH:14][cH:15][cH:16]2)[CH2:8][CH2:9]1>>[OH:1][CH:2]([C:3](=[O:17])[OH:19])[CH:5]1[CH2:6][N:7]([CH2:10][c:11]2[cH:12][cH:13][cH:14][cH:15][cH:16]2)[CH2:8][CH2:9]1.